Dataset: the Open Reaction Database (ORD), a public repository of structured organic reaction records. Task: describe an organic reaction: reactants, conditions, products, and yield Reactants: BrC1=CC=C(C=C1)C1=C(C(=NO1)C)NC=1OC(=NN1)C1=CC=CC=C1 ([5-(4-bromo-phenyl)-3-methyl-isoxazol-4-yl]-(5-phenyl-[1,3,4]oxadiazol-2-yl)-amine), CC1(OB(OC1(C)C)C1=CC=C(C=C1)C1(CC1)C(=O)NS(=O)(=O)C)C (N-{1-[4-(4,4,5,5-tetramethyl-[1,3,2]dioxaborolan-2-yl)-phenyl]-cyclopropanecarbonyl}-methanesulfonamide). Yields the product CC1=NOC(=C1NC=1OC(=NN1)C1=CC=CC=C1)C1=CC=C(C=C1)C1=CC=C(C=C1)C1(CC1)C(=O)NS(=O)(=O)C (N-(1-{4′-[3-Methyl-4-(5-phenyl-[1,3,4]oxadiazol-2-ylamino)-isoxazol-5-yl]-biphenyl-4-yl}-cyclopropanecarbonyl)-methanesulfonamide). As a reaction SMILES: Br[C:2]1[CH:7]=[CH:6][C:5]([C:8]2[O:12][N:11]=[C:10]([CH3:13])[C:9]=2[NH:14][C:15]2[O:16][C:17]([C:20]3[CH:25]=[CH:24][CH:23]=[CH:22][CH:21]=3)=[N:18][N:19]=2)=[CH:4][CH:3]=1.CC1(C)C(C)(C)OB([C:34]2[CH:39]=[CH:38][C:37]([C:40]3([C:43]([NH:45][S:46]([CH3:49])(=[O:48])=[O:47])=[O:44])[CH2:42][CH2:41]3)=[CH:36][CH:35]=2)O1>>[CH3:13][C:10]1[C:9]([NH:14][C:15]2[O:16][C:17]([C:20]3[CH:25]=[CH:24][CH:23]=[CH:22][CH:21]=3)=[N:18][N:19]=2)=[C:8]([C:5]2[CH:6]=[CH:7][C:2]([C:34]3[CH:35]=[CH:36][C:37]([C:40]4([C:43]([NH:45][S:46]([CH3:49])(=[O:48])=[O:47])=[O:44])[CH2:42][CH2:41]4)=[CH:38][CH:39]=3)=[CH:3][CH:4]=2)[O:12][N:11]=1. Reported procedure: Prepared according to the procedure described in Example 166, Step 3, using [5-(4-bromo-phenyl)-3-methyl-isoxazol-4-yl]-(5-phenyl-[1,3,4]oxadiazol-2-yl)-amine and N-{1-[4-(4,4,5,5-tetramethyl-[1,3,2]dioxaborolan-2-yl)-phenyl]-cyclopropanecarbonyl}-methanesulfonamide. The reactants are [Cl-].[Al+3].[Cl-].[Cl-] (Aluminium chloride), S(=O)(=O)(Cl)Cl (sulphuryl chloride), C1=C(C=CC=2SC3=CC=CC=C3NC12)C#N (2-phenothiazinecarbonitrile). Run in ClCCCl (1,2-dichloroethane). Run at temperature 25 celsius, time 48 hour. Yields the product ClC=1C=C2SC=3C=CC(=CC3NC2=CC1)C#N (7-chloro-2-phenothiazinecarbonitrile). Isolated yield 7143.1%. RXN SMILES: [Cl-:1].[Al+3].[Cl-].[Cl-].S(Cl)(Cl)(=O)=O.[CH:10]1[C:23]2[NH:22][C:21]3[C:16](=[CH:17][CH:18]=[CH:19][CH:20]=3)[S:15][C:14]=2[CH:13]=[CH:12][C:11]=1[C:24]#[N:25]>ClCCCl>[Cl:1][C:18]1[CH:17]=[C:16]2[C:21](=[CH:20][CH:19]=1)[NH:22][C:23]1[CH:10]=[C:11]([C:24]#[N:25])[CH:12]=[CH:13][C:14]=1[S:15]2 |f:0.1.2.3|. Reported procedure: Aluminium chloride (0.5 g) and sulphuryl chloride (39.7 cc) are added in the course of 4 hours to a solution, heated to 50° C., of 2-phenothiazinecarbonitrile (100 g) in 1,2-dichloroethane (3000 cc). The reaction mixture is brought to reflux for 2 hours, and then stirred for 48 hours at 25° C. The precipitate formed is filtered off, washed with 1,2-dichloroethane (2×200 cc) and then with ethyl ether (200 cc) and dried at 40° C. under reduced pressure (30 mm Hg; 4 kPa) to give 7-chloro-2-phenothi...